From a dataset of the Open Reaction Database (ORD), a public repository of structured organic reaction records. describe an organic reaction: reactants, conditions, products, and yield As a reaction SMILES: [Br:1][c:2]1[c:3]([OH:10])[c:4]([Br:9])[cH:5][c:6]([Br:8])[cH:7]1.[C:21](=[O:22])([O-:23])[O-:24].[CH3:27][N:28]([CH3:29])[CH:30]=[O:31].[Cs+:25].[Cs+:26].[F:11][c:12]1[cH:13][cH:14][c:15]([N+:18](=[O:19])[O-:20])[cH:16][cH:17]1>>[Br:1][c:2]1[c:3]([O:10][c:12]2[cH:13][cH:14][c:15]([N+:18](=[O:19])[O-:20])[cH:16][cH:17]2)[c:4]([Br:9])[cH:5][c:6]([Br:8])[cH:7]1. The reactants are Oc1c(Br)cc(Br)cc1Br, O=C([O-])[O-], CN(C)C=O, [Cs+], [Cs+], O=[N+]([O-])c1ccc(F)cc1. The product is O=[N+]([O-])c1ccc(Oc2c(Br)cc(Br)cc2Br)cc1. Reactants: COC1=CC=C(C=C1)C(C)(C)N (1-(4-methoxyphenyl)-1-methylethylamine), CC1=CC=C(C(=O)OC)C=C1 (methyl 4-methylbenzoate). Yields the product CC1=CC=C(C=C1)C(C)(C)N (1-(4-Methylphenyl)-1-methylethylamine). The yield is 34.0%. Reaction SMILES: CO[C:3]1[CH:8]=[CH:7][C:6]([C:9]([NH2:12])([CH3:11])[CH3:10])=[CH:5][CH:4]=1.[CH3:13]C1C=CC(C(OC)=O)=CC=1>>[CH3:13][C:3]1[CH:8]=[CH:7][C:6]([C:9]([NH2:12])([CH3:11])[CH3:10])=[CH:5][CH:4]=1. Procedure details: Following a procedure similar to that described in Preparation 10a, but using methyl 4-methylbenzoate as a starting material, in a relative amount similar to that used in that Preparation, the title compound was obtained in a yield of 34%. Reactants: Cc1nc(N)ccc1COCC1CC1, Cc1c(Cl)cccc1S(=O)(=O)Cl. Yields the product Cc1nc(NS(=O)(=O)c2cccc(Cl)c2C)ccc1COCC1CC1. Reaction SMILES: [CH:1]1([CH2:4][O:5][CH2:6][c:7]2[cH:8][cH:9][c:10]([NH2:14])[n:11][c:12]2[CH3:13])[CH2:2][CH2:3]1.[Cl:15][c:16]1[c:17]([CH3:26])[c:18]([S:22](=[O:23])(=[O:24])[Cl:25])[cH:19][cH:20][cH:21]1>>[CH:1]1([CH2:4][O:5][CH2:6][c:7]2[cH:8][cH:9][c:10]([NH:14][S:22]([c:18]3[c:17]([CH3:26])[c:16]([Cl:15])[cH:21][cH:20][cH:19]3)(=[O:23])=[O:24])[n:11][c:12]2[CH3:13])[CH2:2][CH2:3]1. The reactants are C(C)(=O)Cl (Acetyl chloride), Cl.COC(=O)C1(CN(CC12CCCCC2)CC2=CC=CC=C2)C(=O)OC (2-Benzyl-2-aza-spiro[4.5]decane-4,4-dicarboxylic acid dimethyl ester hydrochloride). Run in CO (methanol). Conditions: time 10 minute. The product is C1(CCCCC1)=O (cyclohexanone), COC(=O)C1CN(CC12CCCCC2)CC2=CC=CC=C2 (2-Benzyl-2-aza-spiro[4.5]decane-4-carboxylic acid methyl ester). RXN SMILES: [C:1](Cl)(=[O:3])[CH3:2].Cl.[CH3:6][O:7][C:8]([C:10]1(C(OC)=O)[C:14]2([CH2:19][CH2:18][CH2:17][CH2:16][CH2:15]2)[CH2:13][N:12]([CH2:20][C:21]2[CH:26]=[CH:25][CH:24]=[CH:23][CH:22]=2)[CH2:11]1)=[O:9]>CO>[C:1]1(=[O:3])[CH2:13][CH2:14][CH2:10][CH2:8][CH2:2]1.[CH3:6][O:7][C:8]([CH:10]1[C:14]2([CH2:15][CH2:16][CH2:17][CH2:18][CH2:19]2)[CH2:13][N:12]([CH2:20][C:21]2[CH:22]=[CH:23][CH:24]=[CH:25][CH:26]=2)[CH2:11]1)=[O:9] |f:1.2|. Reported procedure: A solution of (1) (4 g; 20.70 mmol), N-benzylglycine hydrochloride (10.4 g; 51.57 mmol), triethylamine (7.2 mL; 51.65 mmol), and paraformaldehyde (5.2 g; 173.30 mmol) in benzene (120 mL) was refluxed for 2 hours using a Dean-Stark apparatus. After cooling, the reaction mixture was diluted with toluene (200 mL) and washed with brine. The aqueous phase was extracted with toluene (3×30 mL). The organic extracts were combined, dried over MgSO4, and concentrated in vacuo. The crude oil was purified o... The reactants are [Si](C)(C)(C(C)(C)C)OCC(CN1C(C2=CC=C(C=C2C(=C1)S(=O)(=O)N1C[C@@H](N(CC1)C(=O)OC(C)(C)C)CO)C1=C(C(=CC(=C1)C(NC1CC1)=O)F)C)=O)(C)C (tert-Butyl (2R)-4-({2-(3-{[tert-butyl(dimethyl)silyl]oxy}-2,2-dimethylpropyl)-6-[5-(cyclopropylcarbamoyl)-3-fluoro-2-methylphenyl]-1-oxo-1,2-dihydroisoquinolin-4-yl}sulfonyl)-2-(hydroxymethyl)piperazine-1-carboxylate), FC(C(=O)O)(F)F (trifluoroacetic acid). The solvent is C(Cl)Cl (DCM), C1(=CC=CC=C1)C (toluene). Yields the product C1(CC1)NC(C1=CC(=C(C(=C1)C=1C=C2C(=CN(C(C2=CC1)=O)CC(CO)(C)C)S(=O)(=O)N1C[C@H]2N(CC1)C(OC2)=O)C)F)=O (N-Cyclopropyl-3-fluoro-5-[2-(3-hydroxy-2,2-dimethylpropyl)-1-oxo-4-{[(8aR)-3-oxotetrahydro[1,3]oxazolo[3,4-a]pyrazin-7(1H)-yl]sulfonyl}-1,2-dihydroisoquinolin-6-yl]-4-methylbenzamide). Reaction SMILES: [Si]([O:8][CH2:9][C:10]([CH3:56])([CH3:55])[CH2:11][N:12]1[CH:21]=[C:20]([S:22]([N:25]2[CH2:30][CH2:29][N:28]([C:31]([O:33]C(C)(C)C)=[O:32])[C@@H:27]([CH2:38]O)[CH2:26]2)(=[O:24])=[O:23])[C:19]2[C:14](=[CH:15][CH:16]=[C:17]([C:40]3[CH:45]=[C:44]([C:46](=[O:51])[NH:47][CH:48]4[CH2:50][CH2:49]4)[CH:43]=[C:42]([F:52])[C:41]=3[CH3:53])[CH:18]=2)[C:13]1=[O:54])(C(C)(C)C)(C)C.FC(F)(F)C(O)=O>C(Cl)Cl.C1(C)C=CC=CC=1>[CH:48]1([NH:47][C:46](=[O:51])[C:44]2[CH:45]=[C:40]([C:17]3[CH:18]=[C:19]4[C:14](=[CH:15][CH:16]=3)[C:13](=[O:54])[N:12]([CH2:11][C:10]([CH3:56])([CH3:55])[CH2:9][OH:8])[CH:21]=[C:20]4[S:22]([N:25]3[CH2:30][CH2:29][N:28]4[C:31](=[O:32])[O:33][CH2:38][C@H:27]4[CH2:26]3)(=[O:24])=[O:23])[C:41]([CH3:53])=[C:42]([F:52])[CH:43]=2)[CH2:49][CH2:50]1. Procedure: tert-Butyl (2R)-4-({2-(3-{[tert-butyl(dimethyl)silyl]oxy}-2,2-dimethylpropyl)-6-[5-(cyclopropylcarbamoyl)-3-fluoro-2-methylphenyl]-1-oxo-1,2-dihydroisoquinolin-4-yl}sulfonyl)-2-(hydroxymethyl)piperazine-1-carboxylate (Example 49c, 0.537 g) was dissolved in DCM (10 mL) and treated with trifluoroacetic acid (3 mL). The reaction mixture was diluted with toluene (5 mL) and evaporated under reduced pressure.